Dataset: the Open Reaction Database (ORD), a public repository of structured organic reaction records. Task: describe an organic reaction: reactants, conditions, products, and yield The reactants are C=CC1=CC=C(C=C1)S(=O)(=O)OCC1=CC(=CC(=C1)OC)OC (3,5-dimethoxybenzyl 4-styrenesulfonate), C=CC1=CC=CC=C1 (styrene), C(C(=C)C)(=O)OCC1=CC(=CC(=C1)OC)OC (3,5-dimethoxybenzyl methacrylate). Product: C=CC1=CC=C(C=C1)S(=O)(=O)OCC1=CC(=CC(=C1)OC)OC.C=CC1=CC=CC=C1 (3,5-dimethoxybenzyl 4-styrenesulfonate styrene). The yield is 131.1%. RXN SMILES: [CH2:1]=[CH:2][C:3]1[CH:8]=[CH:7][C:6]([S:9]([O:12][CH2:13][C:14]2[CH:19]=[C:18]([O:20][CH3:21])[CH:17]=[C:16]([O:22][CH3:23])[CH:15]=2)(=[O:11])=[O:10])=[CH:5][CH:4]=1.[CH2:24]=[CH:25][C:26]1[CH:31]=[CH:30][CH:29]=[CH:28][CH:27]=1.C(OCC1C=C(OC)C=C(OC)C=1)(=O)C(C)=C>>[CH2:1]=[CH:2][C:3]1[CH:8]=[CH:7][C:6]([S:9]([O:12][CH2:13][C:14]2[CH:19]=[C:18]([O:20][CH3:21])[CH:17]=[C:16]([O:22][CH3:23])[CH:15]=2)(=[O:11])=[O:10])=[CH:5][CH:4]=1.[CH2:24]=[CH:25][C:26]1[CH:31]=[CH:30][CH:29]=[CH:28][CH:27]=1 |f:3.4|. Procedure: Reaction and post-treatments were conducted in the same manner as in Synthesis Example 5 except that 20.1 g (0.060 mol) of 3,5-dimethoxybenzyl 4-styrenesulfonate and 4.2 g (0.040 mol) of styrene were used in place of 3,5-dimethoxybenzyl methacrylate used in Synthesis Example 5. Thus, 23 g of a white resin was obtained. The molecular weight of this resin was measured by GPC and was found to be 43,000 in terms of weight-average molecular weight of polystyrene. The reactants are CCCCCC=CCC=CCCCCCCCCc1cn(CCCC(=O)OCC)c2ccccc12, CCCC(CCCCCCC(=O)c1cn(CCCC(=O)OCC)c2ccccc12)c1ccc(CC(C)C)cc1. The product is CCCCCC=CCC=CCCCCCCCCc1cn(CCCC(=O)O)c2ccccc12. Reaction SMILES: [CH2:1]([CH2:2][CH2:3][CH2:4][CH2:5][CH2:6][CH2:7][CH2:8][CH:9]=[CH:10][CH2:11][CH:12]=[CH:13][CH2:14][CH2:15][CH2:16][CH2:17][CH3:18])[c:19]1[cH:20][n:21]([CH2:28][CH2:29][CH2:30][C:31](=[O:32])[O:33][CH2:34][CH3:35])[c:22]2[cH:23][cH:24][cH:25][cH:26][c:27]12.[CH2:36]([c:37]1[cH:38][cH:39][c:40]([CH:41]([CH2:42][CH2:43][CH3:44])[CH2:45][CH2:46][CH2:47][CH2:48][CH2:49][CH2:50][C:51]([c:52]2[c:53]3[c:54]([cH:55][cH:56][cH:57][cH:58]3)[n:59]([CH2:60][CH2:61][CH2:62][C:63]([O:64][CH2:65][CH3:66])=[O:67])[cH:68]2)=[O:69])[cH:70][cH:71]1)[CH:72]([CH3:73])[CH3:74]>>[CH2:1]([CH2:2][CH2:3][CH2:4][CH2:5][CH2:6][CH2:7][CH2:8][CH:9]=[CH:10][CH2:11][CH:12]=[CH:13][CH2:14][CH2:15][CH2:16][CH2:17][CH3:18])[c:19]1[cH:20][n:21]([CH2:28][CH2:29][CH2:30][C:31](=[O:32])[OH:33])[c:22]2[cH:23][cH:24][cH:25][cH:26][c:27]12. The reactants are [Al+3], C=CCc1cc(C(=O)OC)ccc1O[Si](C)(C)C(C)(C)C, C1CCOC1, [H-], [H-], [H-], [H-], [Li+]. Yields the product C=CCc1cc(CO)ccc1O[Si](C)(C)C(C)(C)C. RXN SMILES: [Al+3:23].[C:1]([CH3:2])([CH3:3])([CH3:4])[Si:5]([O:6][c:7]1[c:8]([CH2:17][CH:18]=[CH2:19])[cH:9][c:10]([C:11](=[O:12])[O:13][CH3:14])[cH:15][cH:16]1)([CH3:20])[CH3:21].[CH2:28]1[O:29][CH2:30][CH2:31][CH2:32]1.[H-:22].[H-:25].[H-:26].[H-:27].[Li+:24]>>[C:1]([CH3:2])([CH3:3])([CH3:4])[Si:5]([O:6][c:7]1[c:8]([CH2:17][CH:18]=[CH2:19])[cH:9][c:10]([CH2:11][OH:12])[cH:15][cH:16]1)([CH3:20])[CH3:21]. Reactants: Cl.NO (hydroxylamine hydrochloride), C([O-])([O-])=O.[Na+].[Na+] (sodium carbonate), C(#N)C1=CC2=C(N=C(S2)NC(=O)NCC)C=C1 (N-(6-cyano-1,3-benzothiazol-2-yl)-N′-ethylurea). Run in alkanol. Product: C(C)NC(=O)NC=1SC2=C(N1)C=CC(=C2)C(=O)N (2-[(Ethylamino)Carbonyl]amino-1,3-benzothiazole-6-carboxamide). Reaction SMILES: [C:1]([C:3]1[CH:17]=[CH:16][C:6]2[N:7]=[C:8]([NH:10][C:11]([NH:13][CH2:14][CH3:15])=[O:12])[S:9][C:5]=2[CH:4]=1)#[N:2].Cl.NO.C(=O)([O-])[O-:22].[Na+].[Na+]>>[CH2:14]([NH:13][C:11]([NH:10][C:8]1[S:9][C:5]2[CH:4]=[C:3]([C:1]([NH2:2])=[O:22])[CH:17]=[CH:16][C:6]=2[N:7]=1)=[O:12])[CH3:15] |f:1.2,3.4.5|. Procedure details: About 1 g of N-(6-cyano-1,3-benzothiazol-2-yl)-N′-ethylurea was charged into about 30 mL of aqueous alkanol. Added about 0.6 g hydroxylamine hydrochloride and about 0.45 g sodium carbonate then heated to reflux. The solution was refluxed for about 4–8 hours then cooled to room temperature. The precipitate was recovered by filtration and washed well with water. LC/MS indicated a mixture of two products identified as the following after further purification by preparative HPLC: The yield is 46.4%. Reactants: C(C)(C)(C)OC(=O)N1CCC=2C(=NNC2CC1)C1=CC=C(C=C1)Cl (3-(4-chloro-phenyl)-4,5,7,8-tetrahydro-1H-1,2,6-triaza-azulene-6-carboxylic acid tert-butyl ester), C(CC=C)Cl (1-but-3-enyl chloride). Procedure details: The title compound (0.028 g) was prepared from 3-(4-chloro-phenyl)-4,5,7,8-tetrahydro-1H-1,2,6-triaza-azulene-6-carboxylic acid tert-butyl ester (Example 103, Step B; 0.2 mmol) using 1-but-3-enyl chloride (0.3 mmol) in place of 2-chloromethyl-thiophene. MS (ESI): exact mass calculated for C17H22ClN3O, 301.13. found, m/z 302.1 [M+H]+. 1H NMR (500 MHz, CDCl3): 7.40-7.37 (m, 2H), 7.31-7.28 (m, 2H), 6.75-6.67 (m, 1H), 5.02-5.00 (br m, 2H), 4.07 (t, J=7.3 Hz, 2H), 2.99-2.97 (br m, 2H), 2.91-2.89 (br ... Reaction SMILES: C(OC([N:8]1[CH2:17][CH2:16][C:15]2[NH:14][N:13]=[C:12]([C:18]3[CH:23]=[CH:22][C:21]([Cl:24])=[CH:20][CH:19]=3)[C:11]=2[CH2:10][CH2:9]1)=O)(C)(C)C.[CH2:25](Cl)[CH2:26][CH:27]=[CH2:28]>>[CH2:28]([N:14]1[C:15]2[CH2:16][CH2:17][NH:8][CH2:9][CH2:10][C:11]=2[C:12]([C:18]2[CH:19]=[CH:20][C:21]([Cl:24])=[CH:22][CH:23]=2)=[N:13]1)[CH2:27][CH:26]=[CH2:25]. Product: C(CC=C)N1N=C(C=2CCNCCC12)C1=CC=C(C=C1)Cl (1-But-3-enyl-3-(4-chloro-phenyl)-1,4,5,6,7,8-hexahydro-1,2,6-triaza-azulene).